Dataset: the Open Reaction Database (ORD), a public repository of structured organic reaction records. Task: describe an organic reaction: reactants, conditions, products, and yield RXN SMILES: [Br-:28].[Br-:30].[CH3:1][C:2]([CH3:3])([CH3:4])[c:5]1[cH:6][c:7](-[c:22]2[n:23][c:24]([Br:27])[n:25][o:26]2)[cH:8][c:9]([C:18]([CH3:19])([CH3:20])[CH3:21])[c:10]1[O:11][CH2:12][O:13][CH2:14][CH2:15][O:16][CH3:17].[Zn+2:29]>>[CH3:1][C:2]([CH3:3])([CH3:4])[c:5]1[cH:6][c:7](-[c:22]2[n:23][c:24]([Br:27])[n:25][o:26]2)[cH:8][c:9]([C:18]([CH3:19])([CH3:20])[CH3:21])[c:10]1[OH:11]. The reactants are [Br-], [Br-], COCCOCOc1c(C(C)(C)C)cc(-c2nc(Br)no2)cc1C(C)(C)C, [Zn+2]. Yields the product CC(C)(C)c1cc(-c2nc(Br)no2)cc(C(C)(C)C)c1O.